Dataset: the Open Reaction Database (ORD), a public repository of structured organic reaction records. Task: describe an organic reaction: reactants, conditions, products, and yield Reactants: O=C([O-])[O-], CCOC(=O)c1c(N)c2cnccc2n1C, Cc1ccccc1, [Cs+], [Cs+], C[Si](C)(C)c1ccc(OS(=O)(=O)C(F)(F)F)c(F)c1, O=C(C=Cc1ccccc1)C=Cc1ccccc1, O=C(C=Cc1ccccc1)C=Cc1ccccc1, O=C(C=Cc1ccccc1)C=Cc1ccccc1, [Pd], [Pd]. Product: CCOC(=O)c1c(Nc2ccc([Si](C)(C)C)cc2F)c2cnccc2n1C. RXN SMILES: [C:36](=[O:37])([O-:38])[O-:39].[CH2:1]([CH3:2])[O:3][C:4](=[O:5])[c:6]1[c:7]([NH2:16])[c:8]2[cH:9][n:10][cH:11][cH:12][c:13]2[n:14]1[CH3:15].[CH3:42][c:43]1[cH:44][cH:45][cH:46][cH:47][cH:48]1.[Cs+:40].[Cs+:41].[F:17][c:18]1[c:19]([O:28][S:29]([C:30]([F:31])([F:32])[F:33])(=[O:34])=[O:35])[cH:20][cH:21][c:22]([Si:24]([CH3:25])([CH3:26])[CH3:27])[cH:23]1.[O:51]=[C:52]([CH:53]=[CH:54][c:55]1[cH:56][cH:57][cH:58][cH:59][cH:60]1)[CH:61]=[CH:62][c:63]1[cH:64][cH:65][cH:66][cH:67][cH:68]1.[O:69]=[C:70]([CH:71]=[CH:72][c:73]1[cH:74][cH:75][cH:76][cH:77][cH:78]1)[CH:79]=[CH:80][c:81]1[cH:82][cH:83][cH:84][cH:85][cH:86]1.[O:87]=[C:88]([CH:89]=[CH:90][c:91]1[cH:92][cH:93][cH:94][cH:95][cH:96]1)[CH:97]=[CH:98][c:99]1[cH:100][cH:101][cH:102][cH:103][cH:104]1.[Pd:49].[Pd:50]>>[CH2:1]([CH3:2])[O:3][C:4](=[O:5])[c:6]1[c:7]([NH:16][c:19]2[c:18]([F:17])[cH:23][c:22]([Si:24]([CH3:25])([CH3:26])[CH3:27])[cH:21][cH:20]2)[c:8]2[cH:9][n:10][cH:11][cH:12][c:13]2[n:14]1[CH3:15]. Reactants: C(CC)N1C(N(C(=CC1=O)OCCC)CC1=CC=C(C=C1)C1=C(C=CC=C1)C1=NN=NN1)=O (3-propyl-6-propyloxy-1-[[2'-(1H-tetrazol-5-yl)biphenyl-4-yl]methyl]pyrimidine-2,4(1H,3H)-dione), CI (methyl iodide), C([O-])(O)=O.[Na+] (sodium bicarbonate). Solvent: CN(C)C=O (DMF). Conditions: time 2 hour. Yields the product CN1N=NN=C1C1=C(C=CC=C1)C1=CC=C(C=C1)CN1C(N(C(C=C1OCCC)=O)CCC)=O (1-[[2'-(N-methyltetrazol-5-yl)biphenyl-4-yl]methyl]-3-propyl-6-propyloxypyrimidine-2,4(1H,3H)-dione). Yield: 87.3%. RXN SMILES: [CH2:1]([N:4]1[C:9](=[O:10])[CH:8]=[C:7]([O:11][CH2:12][CH2:13][CH3:14])[N:6]([CH2:15][C:16]2[CH:21]=[CH:20][C:19]([C:22]3[CH:27]=[CH:26][CH:25]=[CH:24][C:23]=3[C:28]3[NH:32][N:31]=[N:30][N:29]=3)=[CH:18][CH:17]=2)[C:5]1=[O:33])[CH2:2][CH3:3].CI.[C:36](=O)(O)[O-].[Na+]>CN(C=O)C>[CH3:36][N:29]1[C:28]([C:23]2[CH:24]=[CH:25][CH:26]=[CH:27][C:22]=2[C:19]2[CH:20]=[CH:21][C:16]([CH2:15][N:6]3[C:7]([O:11][CH2:12][CH2:13][CH3:14])=[CH:8][C:9](=[O:10])[N:4]([CH2:1][CH2:2][CH3:3])[C:5]3=[O:33])=[CH:17][CH:18]=2)=[N:32][N:31]=[N:30]1 |f:2.3|. Procedure: A mixture of 3-propyl-6-propyloxy-1-[[2'-(1H-tetrazol-5-yl)biphenyl-4-yl]methyl]pyrimidine-2,4(1H,3H)-dione (0.1 g), methyl iodide (50 mg) and sodium bicarbonate (25 mg) in DMF (5 ml) was stirred at room temperature for 2 hours. The reaction mixture was concentrated to dryness and the residue was dissolved in CHCl3 -water. The chloroform layer was dried and evaporated in vacuo to give a syrup. The syrup was column-chromatographed on silica gel to give a colorless syrup (90 mg, 86%). The reactants are Ic1cccc(OCc2ccccc2)c1, [Cu]I, [K+], [K+], [K+], CN(C)C=O, O=P([O-])([O-])[O-], c1nc[nH]n1. Product: c1ccc(COc2cccc(-n3cncn3)c2)cc1. Reaction SMILES: [CH2:14]([c:15]1[cH:16][cH:17][cH:18][cH:19][cH:20]1)[O:21][c:22]1[cH:23][c:24]([I:28])[cH:25][cH:26][cH:27]1.[Cu:34][I:35].[K+:11].[K+:12].[K+:13].[O:29]=[CH:30][N:31]([CH3:32])[CH3:33].[P:6]([O-:7])([O-:8])([O-:9])=[O:10].[nH:1]1[n:2][cH:3][n:4][cH:5]1>>[n:1]1(-[c:24]2[cH:23][c:22]([O:21][CH2:14][c:15]3[cH:16][cH:17][cH:18][cH:19][cH:20]3)[cH:27][cH:26][cH:25]2)[n:2][cH:3][n:4][cH:5]1.